Dataset: the Open Reaction Database (ORD), a public repository of structured organic reaction records. Task: describe an organic reaction: reactants, conditions, products, and yield The reactants are Br, N#CCCCC(F)(F)C(F)(F)F, O, BrP(Br)Br. Yields the product N#CC(Br)CCC(F)(F)C(F)(F)F. RXN SMILES: [Br:13].[F:1][C:2]([CH2:3][CH2:4][CH2:5][C:6]#[N:7])([C:8]([F:9])([F:10])[F:11])[F:12].[OH2:18].[P:14]([Br:15])([Br:16])[Br:17]>>[F:1][C:2]([CH2:3][CH2:4][CH:5]([C:6]#[N:7])[Br:15])([C:8]([F:9])([F:10])[F:11])[F:12]. Reactants: ClCC1CN(CCC1)S(=O)(=O)C1=CC=C(C=C1)C (3-chloromethyl-1-[(4-methylphenyl)sulfonyl]piperidine), [H-].[Na+] (sodium hydride), [H][H] (hydrogen), C1(=CC=CC=C1)S (thiophenol). The solvent is CN(C=O)C (dimethylformamide). Reaction conditions: time 17 hour. The product is CC1=CC=C(C=C1)S(=O)(=O)N1CC(CCC1)CSC1=CC=CC=C1 (1-[(4-Methylphenyl)sulfonyl]-3-[(phenylthio)methyl]piperidine). Isolated yield 82.0%. As a reaction SMILES: [H-].[Na+].[C:3]1([SH:9])[CH:8]=[CH:7][CH:6]=[CH:5][CH:4]=1.[H][H].Cl[CH2:13][CH:14]1[CH2:19][CH2:18][CH2:17][N:16]([S:20]([C:23]2[CH:28]=[CH:27][C:26]([CH3:29])=[CH:25][CH:24]=2)(=[O:22])=[O:21])[CH2:15]1>CN(C)C=O>[CH3:29][C:26]1[CH:27]=[CH:28][C:23]([S:20]([N:16]2[CH2:17][CH2:18][CH2:19][CH:14]([CH2:13][S:9][C:3]3[CH:8]=[CH:7][CH:6]=[CH:5][CH:4]=3)[CH2:15]2)(=[O:22])=[O:21])=[CH:24][CH:25]=1 |f:0.1|. Procedure details: To a suspension of 0.0808 mole of sodium hydride in 250 ml of dry dimethylformamide at room temperature and under nitrogen atmosphere was added 9.0 g (0.0818 mole) of thiophenol. After evolution of hydrogen had stopped, 14.18 g (0.0494 mole) of 3-chloromethyl-1-[(4-methylphenyl)sulfonyl]piperidine was added and the solution was stirred at 100°-110° C. for 17 hr. The solution was quenched in 500 ml of 1M sodium hydroxide and the aqueous mixture was extracted with several portions of methylene chl... Starting materials: C(C)(C)(C)OC(=O)N1CCC(CC1)C(C1=CC=C(C=C1)SC)=O (4-(4-methylsulfanyl-benzoyl)-piperidine-1-carboxylic acid tert-butyl ester), FC=1C=C(C(O)=CC1)O (4-fluorocatechol), CC=1C=CC(=CC1)S(=O)(=O)O.O (p-TsOH.H2O). The solvent is C=1(C(=CC=CC1)C)C (xylene). Yields the product FC1=CC2=C(OC(O2)(C2=CC=C(C=C2)SC)C2CCNCC2)C=C1 (4-[5-fluoro-2-(4-methylsulfanyl-phenyl)-benzo[1,3]dioxol-2-yl]-piperidine). The yield is 33.6%. Reaction SMILES: C(OC([N:8]1[CH2:13][CH2:12][CH:11]([C:14](=[O:23])[C:15]2[CH:20]=[CH:19][C:18]([S:21][CH3:22])=[CH:17][CH:16]=2)[CH2:10][CH2:9]1)=O)(C)(C)C.[F:24][C:25]1[CH:26]=[C:27](O)[C:28](=[CH:30][CH:31]=1)[OH:29].CC1C=CC(S(O)(=O)=O)=CC=1.O>C1(C)C(C)=CC=CC=1>[F:24][C:25]1[CH:26]=[CH:27][C:28]2[O:29][C:14]([CH:11]3[CH2:10][CH2:9][NH:8][CH2:13][CH2:12]3)([C:15]3[CH:16]=[CH:17][C:18]([S:21][CH3:22])=[CH:19][CH:20]=3)[O:23][C:30]=2[CH:31]=1 |f:2.3|. Procedure details: A solution of 4-(4-methylsulfanyl-benzoyl)-piperidine-1-carboxylic acid tert-butyl ester (see EXAMPLE 28) (168 mg, 0.50 mmol), 4-fluorocatechol (128 mg, 2.0 mmol) and p-TsOH.H2O (190 mg, 1.0 mmol) in xylene (50 mL) was heated at reflux under a Dean-Stark trap for 41 hours. Standard work-up and purification gave 4-[5-fluoro-2-(4-methylsulfanyl-phenyl)-benzo[1,3]dioxol-2-yl]-piperidine as a white solid (58 mg, 34%). The reactants are C(=O)(OC(C)(C)C)N1[C@@H](CCC1)CO ((S)-1-BOC-2-pyrrolidinemethanol), C(C)(=O)NC=1C=C(C=CC1)O (3-acetamidophenol). The solvent is C1CCOC1 (THF). Run at time 16 hour. The product is C(=O)(OC(C)(C)C)N1[C@@H](CCC1)COC1=CC(=CC=C1)NC(C)=O ((S)-1-BOC-2-(3-(acetamido)phenoxymethyl)pyrrolidine). As a reaction SMILES: [C:1]([N:8]1[CH2:12][CH2:11][CH2:10][C@H:9]1[CH2:13][OH:14])([O:3][C:4]([CH3:7])([CH3:6])[CH3:5])=[O:2].[C:15]([NH:18][C:19]1[CH:20]=[C:21](O)[CH:22]=[CH:23][CH:24]=1)(=[O:17])[CH3:16]>C1COCC1>[C:1]([N:8]1[CH2:12][CH2:11][CH2:10][C@H:9]1[CH2:13][O:14][C:23]1[CH:22]=[CH:21][CH:20]=[C:19]([NH:18][C:15](=[O:17])[CH3:16])[CH:24]=1)([O:3][C:4]([CH3:7])([CH3:6])[CH3:5])=[O:2]. Reported procedure: A 1.5 g (7.46 mmol) sample of (S)-1-BOC-2-pyrrolidinemethanol (from Aldrich) and 1.69 g (11.19 mmol) of 3-acetamidophenol (Aldrich) were added to a complex of TPP and TBAD, (prepared as in Example 5b above, 11.19 mmol of each) in 50 mL of THF. The reaction was stirred for 16 hr, the solvents were removed under vacuum, and the residue was chromatographed on silica gel, eluting with 100:3 chloroform:methanol to give 1.62 g of the title compound. Starting materials: C1(CCCCC1)C(=O)NC(CC(=O)OCC)C(=O)C=1OC=CC1 (ethyl 3-cyclohexylcarbonylamino-3-(2-furylcarbonyl)propionate), P(=O)(Cl)(Cl)Cl (phosphorus oxychloride). Run in C(Cl)(Cl)Cl (chloroform). Product: C1(CCCCC1)C=1OC(=C(N1)CC(=O)OCC)C=1OC=CC1 (ethyl 2-[2-cyclohexyl-5-(2-furyl)-4-oxazolyl]acetate). Isolated yield 69.9%. RXN SMILES: [CH:1]1([C:7]([NH:9][CH:10]([C:17]([C:19]2[O:20][CH:21]=[CH:22][CH:23]=2)=[O:18])[CH2:11][C:12]([O:14][CH2:15][CH3:16])=[O:13])=O)[CH2:6][CH2:5][CH2:4][CH2:3][CH2:2]1.P(Cl)(Cl)(Cl)=O>C(Cl)(Cl)Cl>[CH:1]1([C:7]2[O:18][C:17]([C:19]3[O:20][CH:21]=[CH:22][CH:23]=3)=[C:10]([CH2:11][C:12]([O:14][CH2:15][CH3:16])=[O:13])[N:9]=2)[CH2:6][CH2:5][CH2:4][CH2:3][CH2:2]1. Reported procedure: 5.0 g of ethyl 3-cyclohexylcarbonylamino-3-(2-furylcarbonyl)propionate, 30 ml of chloroform and 16.0 g of phosphorus oxychloride are treated in the same manner as described in Example 2. 3.3 g of ethyl 2-[2-cyclohexyl-5-(2-furyl)-4-oxazolyl]acetate are thereby obtained as an oil. Yield: 70.0% Starting materials: O.O.O.O.O.[OH-].C[N+](C)(C)C (tetramethylammonium hydroxide pentahydrate), CN(C)C=O (DMF), C(C)(=O)O (acetic acid), C(C)OC(=O)C1=CC=C(C=C1)C1=CC=C(C=C1)OCCCCCCCCCCBr (4'-(10-bromodecyloxy)biphenyl-4-carboxylic acid ethyl ester). Run in CCOCC (ether). Reaction conditions: time 1 hour. Yields the product C(C)OC(=O)C1=CC=C(C=C1)C1=CC=C(C=C1)OCCCCCCCCCCOC(C)=O (4'-(10-acetyloxydecyloxy)biphenyl-4-carboxylic acid ethyl ester). Yield: 69.8%. Reaction SMILES: O.O.O.O.O.[OH-].C[N+](C)(C)C.CN(C=O)C.[C:17]([OH:20])(=[O:19])[CH3:18].[CH2:21]([O:23][C:24]([C:26]1[CH:31]=[CH:30][C:29]([C:32]2[CH:37]=[CH:36][C:35]([O:38][CH2:39][CH2:40][CH2:41][CH2:42][CH2:43][CH2:44][CH2:45][CH2:46][CH2:47][CH2:48]Br)=[CH:34][CH:33]=2)=[CH:28][CH:27]=1)=[O:25])[CH3:22]>CCOCC>[CH2:21]([O:23][C:24]([C:26]1[CH:31]=[CH:30][C:29]([C:32]2[CH:37]=[CH:36][C:35]([O:38][CH2:39][CH2:40][CH2:41][CH2:42][CH2:43][CH2:44][CH2:45][CH2:46][CH2:47][CH2:48][O:20][C:17](=[O:19])[CH3:18])=[CH:34][CH:33]=2)=[CH:28][CH:27]=1)=[O:25])[CH3:22] |f:0.1.2.3.4.5.6|. Procedure details: 60 m moles(10.9 g) of tetramethylammonium hydroxide pentahydrate was added to a DMF solution of 60 m moles(3.6 g) of acetic acid, and stirred for one hour, then 50 m moles(23.1 g) of the above 4'-(10-bromodecyloxy)biphenyl-4-carboxylic acid ethyl ester was added thereto, and stirred for 12 hours. The reaction solution was ether extracted and concentrated, and then purified by column chromoatography, to obtain 15.4 g of 4'-(10-acetyloxydecyloxy)biphenyl-4-carboxylic acid ethyl ester. (yield: 70%) The reactants are ice water, CON(C(C1=C(C=C(C(=C1)N1C(NC(=CC1=O)C(F)(F)F)=O)F)Cl)=O)C (N-methoxy-N-methyl-2-chloro-5-[3,6-dihydro-2,6-dioxo-4-trifluoromethyl-1(2H)-pyrimidinyl]-4-fluorobenzamide), S(=O)(=O)(OC)OC (dimethyl sulphate), C([O-])([O-])=O.[Na+].[Na+] (sodium carbonate). Solvent: C(C)#N (acetonitrile). Run at temperature 50 celsius, time 1 hour. Product: CON(C(C1=C(C=C(C(=C1)N1C(N(C(=CC1=O)C(F)(F)F)C)=O)F)Cl)=O)C (N-methoxy-N-methyl-2-chloro-5-[3,6-dihydro-2,6-dioxo-3-methyl-4-trifluoromethyl-1(2H)-pyrimidinyl]-4-fluorobenzamide). Reaction SMILES: [CH3:1][O:2][N:3]([CH3:26])[C:4](=[O:25])[C:5]1[CH:10]=[C:9]([N:11]2[C:16](=[O:17])[CH:15]=[C:14]([C:18]([F:21])([F:20])[F:19])[NH:13][C:12]2=[O:22])[C:8]([F:23])=[CH:7][C:6]=1[Cl:24].S(OC)(O[CH3:31])(=O)=O.C(=O)([O-])[O-].[Na+].[Na+]>C(#N)C>[CH3:1][O:2][N:3]([CH3:26])[C:4](=[O:25])[C:5]1[CH:10]=[C:9]([N:11]2[C:16](=[O:17])[CH:15]=[C:14]([C:18]([F:19])([F:20])[F:21])[N:13]([CH3:31])[C:12]2=[O:22])[C:8]([F:23])=[CH:7][C:6]=1[Cl:24] |f:2.3.4|. Procedure: A mixture of 19.8 g of N-methoxy-N-methyl-2-chloro-5-[3,6-dihydro-2,6-dioxo-4-trifluoromethyl-1(2H)-pyrimidinyl]-4-fluorobenzamide, 5.7 ml of dimethyl sulphate as well as 14.0 g of sodium carbonate in 80 ml of acetonitrile is stirred at 50° C. for 1 hour. The mixture is then treated with 150 ml of ice-water and the aqueous mixture is extracted three times with 150 ml of ethyl acetate each time. The combined organic phases are washed to neutrality, dried over anhydrous sodium sulphate and the sol... The reactants are COC1=CC=C(C=C1)[C@@H]1[C@@H](C(NC2=C(C1)C=CC=C2)=O)C ((cis)-1,3,4,5-tetrahydro-4-(4-methoxyphenyl)-3-methyl-2H-1-benzazepin-2-one), [H-].[Na+] (sodium hydride), CN(C)CCCl (N,N-dimethyl-2-chloroethylamine), CN(C)CCCl (N,N-Dimethyl-2-chloroethylamine), solution, C1(=CC=CC=C1)C (toluene), [H-].[Na+] (sodium hydride). The solvent is CN(C=O)C (dimethylformamide). Run at time 3 hour. Yields the product Cl.CN(CCN1C([C@H]([C@H](CC2=C1C=CC=C2)C2=CC=C(C=C2)OC)C)=O)C ((cis)-1-[2-(Dimethylamino)ethyl]-1,3,4,5-tetrahydro-3-methyl-4-(4-methoxyphenyl)-2H-1-benzazepin-2-one, monohydrochloride). As a reaction SMILES: [CH3:1][O:2][C:3]1[CH:8]=[CH:7][C:6]([C@H:9]2[CH2:15][C:14]3[CH:16]=[CH:17][CH:18]=[CH:19][C:13]=3[NH:12][C:11](=[O:20])[C@H:10]2[CH3:21])=[CH:5][CH:4]=1.[H-].[Na+].[CH3:24][N:25]([CH2:27][CH2:28][Cl:29])[CH3:26].C1(C)C=CC=CC=1>CN(C)C=O>[ClH:29].[CH3:24][N:25]([CH3:26])[CH2:27][CH2:28][N:12]1[C:13]2[CH:19]=[CH:18][CH:17]=[CH:16][C:14]=2[CH2:15][C@H:9]([C:6]2[CH:7]=[CH:8][C:3]([O:2][CH3:1])=[CH:4][CH:5]=2)[C@H:10]([CH3:21])[C:11]1=[O:20] |f:1.2,6.7|. Procedure: A solution of (cis)-1,3,4,5-tetrahydro-4-(4-methoxyphenyl)-3-methyl-2H-1-benzazepin-2-one (0.37 g, 1.32 mmol) in 13 ml of dry dimethylformamide was treated with sodium hydride (0.035 g, 1.45 mmol, room temperature, argon) and stirring at room temperature was continued for one-half hour. N,N-Dimethyl-2-chloroethylamine (0.92 ml of a 2.15M solution in toluene 1.97 mmol) was introduced and the reaction was carried out for 3 hours (85° C. oil bath). TLC indicated that reaction progress had stopped a... Starting materials: C1CCOC1, CS(=O)(=O)c1ccccc1-c1ccc(C#N)cc1, CO, N. Product: CS(=O)(=O)c1ccccc1-c1ccc(CN)cc1. As a reaction SMILES: [CH2:20]1[O:21][CH2:22][CH2:23][CH2:24]1.[CH3:1][S:2](=[O:3])(=[O:4])[c:5]1[c:6](-[c:11]2[cH:12][cH:13][c:14]([C:17]#[N:18])[cH:15][cH:16]2)[cH:7][cH:8][cH:9][cH:10]1.[CH3:25][OH:26].[NH3:19]>>[CH3:1][S:2](=[O:3])(=[O:4])[c:5]1[c:6](-[c:11]2[cH:12][cH:13][c:14]([CH2:17][NH2:18])[cH:15][cH:16]2)[cH:7][cH:8][cH:9][cH:10]1.